describe an organic reaction: reactants, conditions, products, and yield From a dataset of the Open Reaction Database (ORD), a public repository of structured organic reaction records. The reactants are C1(=CC=CC=C1)C=1N=C(OC1C1=CC=CC=C1)CCCCCCCCC(=O)O (4,5-diphenyl-2-oxazole nonanoic acid), CO (methanol). The reagents and catalysts are S(O)(O)(=O)=O (sulfuric acid). Run in hexanes, C(C)OCC (diethyl ether). Run at time 2 hour. Yields the product C1(=CC=CC=C1)C=1N=C(OC1C1=CC=CC=C1)CCCCCCCCC(=O)OC (methyl 4,5-diphenyl-2-oxazolenonanoate). Isolated yield 96.0%. As a reaction SMILES: [C:1]1([C:7]2[N:8]=[C:9]([CH2:18][CH2:19][CH2:20][CH2:21][CH2:22][CH2:23][CH2:24][CH2:25][C:26]([OH:28])=[O:27])[O:10][C:11]=2[C:12]2[CH:17]=[CH:16][CH:15]=[CH:14][CH:13]=2)[CH:6]=[CH:5][CH:4]=[CH:3][CH:2]=1.[CH3:29]O>S(=O)(=O)(O)O.C(OCC)C>[C:1]1([C:7]2[N:8]=[C:9]([CH2:18][CH2:19][CH2:20][CH2:21][CH2:22][CH2:23][CH2:24][CH2:25][C:26]([O:28][CH3:29])=[O:27])[O:10][C:11]=2[C:12]2[CH:13]=[CH:14][CH:15]=[CH:16][CH:17]=2)[CH:2]=[CH:3][CH:4]=[CH:5][CH:6]=1. Reported procedure: A mixture of 4,5-diphenyl-2-oxazole nonanoic acid (800 mg, 2 mmol), methanol (2 mL) and concentrated sulfuric acid (2 drops) was heated to reflux. After 2 hours, the solvent was evaporated and the residue partitioned between CH2Cl2 and water. The organic phase was separated, washed with saturated NaHCO3 solution, dried over sodium sulfate and concentrated in vacuo to leave an oil. Chromatography on a column of silica gel using a mixture of hexanes and diethyl ether (4:1) as eluent gave methyl 4,... The reactants are C[Si](C)(C)Cl (TMSCl), C(CC(O)(C(=O)O)CC(=O)O)(=O)O (Citric acid), C(CCC)[Li] (n-butyllithium), C1(=CC=CC=C1)CC[C@@H](C#C)O ((S)-5-Phenylpent-1-yn-3-ol). Solvent: CO (methanol), [Cl-].[Na+].O (brine), CCOCC (Et2O), C1CCOC1 (THF). Reaction conditions: temperature 0 celsius, time 30 minute. The product is C1(=CC=CC=C1)CC[C@@H](C#C[Si](C)(C)C)O ((S)-5-Phenyl-1-(trimethylsilyl)pent-1-yn-3-ol), oil. The yield is 15.5%. As a reaction SMILES: C([Li])CCC.[C:6]1([CH2:12][CH2:13][C@H:14]([OH:17])[C:15]#[CH:16])[CH:11]=[CH:10][CH:9]=[CH:8][CH:7]=1.[CH3:18][Si:19](Cl)([CH3:21])[CH3:20].C(O)(=O)CC(CC(O)=O)(C(O)=O)O>C1COCC1.CO.[Cl-].[Na+].O.CCOCC>[C:6]1([CH2:12][CH2:13][C@H:14]([OH:17])[C:15]#[C:16][Si:19]([CH3:21])([CH3:20])[CH3:18])[CH:11]=[CH:10][CH:9]=[CH:8][CH:7]=1 |f:6.7.8|. Procedure: Following a procedure of Trost (Trost, B. M. et al., J. Am. Chem. Soc. 128, 6745-6754 (2006)); n-butyllithium (2.5 M in hexanes, 474 μL, 1.18 mmol, 3 eq.) was added dropwise to a solution of (S)-5-phenylpent-1-yn-3-ol 86 (63.3 mg, 0.39 mmol, 1 eq.) in THF (1 ml) at −78° C. The mixture was allowed to warm to 0° C. and stirred 30 min before being cooled to −78° C. TMSCl (148.2 μL, 1.18 mmol, 3 eq.) was added dropwise and the mixture was allowed to warm to r.t. and stirred for 2 h. Citric acid (65 ... Starting materials: BrCC(=O)C=1C=NC(=CC1)Br (2-bromo-1-(6-bromopyridin-3-yl)ethanone), N1=C(C=CC=C1)C(=O)N (pyridine-2-carboxamide), C(=O)(O)[O-].[Na+] (NaHCO3). The solvent is CCOC(=O)C (EtOAc). Product: BrC1=NC=C(C=C1)C=1N=C(OC1)C1=NC=CC=C1 (2-bromo-5-(2-pyridin-2-yl-1,3-oxazole-4-yl)pyridine). Isolated yield 10.0%. Reaction SMILES: Br[CH2:2][C:3]([C:5]1[CH:6]=[N:7][C:8]([Br:11])=[CH:9][CH:10]=1)=O.[N:12]1[CH:17]=[CH:16][CH:15]=[CH:14][C:13]=1[C:18]([NH2:20])=[O:19].C([O-])(O)=O.[Na+]>CCOC(C)=O>[Br:11][C:8]1[CH:9]=[CH:10][C:5]([C:3]2[N:20]=[C:18]([C:13]3[CH:14]=[CH:15][CH:16]=[CH:17][N:12]=3)[O:19][CH:2]=2)=[CH:6][N:7]=1 |f:2.3|. Procedure details: A mixture of 2-bromo-1-(6-bromopyridin-3-yl)ethanone from Step A (2.3 g, 8.25 mmol) and pyridine-2-carboxamide (1 g, 8.25 mmol) was melted at 85°. Heating was continued until the mixture reached 140° at which point the product solidified. Ice, EtOAc and sat aq NaHCO3 were added. The aqueous layer was then back extracted with EtOAc/THF (3:1). Pooled organics were dried over MgSO4, filtered, concentrated, and purified on silica gel to afford 250 mg (10% yield) of 2-bromo-5-(2-pyridin-2-yl-1,3-oxaz...